describe an organic reaction: reactants, conditions, products, and yield From a dataset of the Open Reaction Database (ORD), a public repository of structured organic reaction records. Starting materials: COC(C[C@@H]1COC2=C1C=CC(=C2)O[C@@H]2CCC1=C(C=CC(=C21)F)O)=O ({(S)-6-[(R)-7-fluoro-4-hydroxy-indan-1-yloxy]-2,3-dihydro-benzofuran-3-yl}-acetic acid methyl ester), FC1=C(C=CC(=C1)OC)B(O)O (2-fluoro-4-methoxy-phenylboronic acid), Intermediate 6. Yields the product COC(C[C@@H]1COC2=C1C=CC(=C2)O[C@@H]2CCC1=C(C=CC(=C21)F)OC2=C(C=C(C=C2)OC)F)=O ({(S)-6-[(R)-4-(2-Fluoro-4-methoxy-phenoxy)-7-fluoro-indan-1-yloxy]-2,3-dihydro-benzofuran-3-yl}-acetic acid methyl ester). Reaction SMILES: [CH3:1][O:2][C:3](=[O:26])[CH2:4][C@H:5]1[C:9]2[CH:10]=[CH:11][C:12]([O:14][C@H:15]3[C:23]4[C:18](=[C:19]([OH:25])[CH:20]=[CH:21][C:22]=4[F:24])[CH2:17][CH2:16]3)=[CH:13][C:8]=2[O:7][CH2:6]1.[F:27][C:28]1[CH:33]=[C:32]([O:34][CH3:35])[CH:31]=[CH:30][C:29]=1B(O)O>>[CH3:1][O:2][C:3](=[O:26])[CH2:4][C@H:5]1[C:9]2[CH:10]=[CH:11][C:12]([O:14][C@H:15]3[C:23]4[C:18](=[C:19]([O:25][C:29]5[CH:30]=[CH:31][C:32]([O:34][CH3:35])=[CH:33][C:28]=5[F:27])[CH:20]=[CH:21][C:22]=4[F:24])[CH2:17][CH2:16]3)=[CH:13][C:8]=2[O:7][CH2:6]1. Procedure details: The title compound is prepared from {(S)-6-[(R)-7-fluoro-4-hydroxy-indan-1-yloxy]-2,3-dihydro-benzofuran-3-yl}-acetic acid methyl ester and 2-fluoro-4-methoxy-phenylboronic acid following a procedure analogous to that described for Intermediate 6. LC (method 10): tR=0.92 min; Mass spectrum (ESI+): m/z=505 [M+Na]+. Reactants: CC(C)(C)N1CCNCC1=O, CC(=O)O[BH-](OC(C)=O)OC(C)=O, CCc1nc2ccccc2n1-c1nc(N2CCOCC2)c2nc(C=O)n(C)c2n1, [Na+]. Product: CCc1nc2ccccc2n1-c1nc(N2CCOCC2)c2nc(CN3CCN(C(C)(C)C)C(=O)C3)n(C)c2n1. RXN SMILES: [C:30]([CH3:31])([CH3:32])([CH3:33])[N:34]1[C:35](=[O:40])[CH2:36][NH:37][CH2:38][CH2:39]1.[C:41]([O:42][BH-:43]([O:44][C:45](=[O:46])[CH3:47])[O:48][C:49](=[O:50])[CH3:51])(=[O:52])[CH3:53].[CH2:1]([CH3:2])[c:3]1[n:4][c:5]2[c:6]([n:7]1-[c:8]1[n:9][c:10]([N:20]3[CH2:21][CH2:22][O:23][CH2:24][CH2:25]3)[c:11]3[n:12][c:13]([CH:18]=[O:19])[n:14]([CH3:17])[c:15]3[n:16]1)[cH:26][cH:27][cH:28][cH:29]2.[Na+:54]>>[CH2:1]([CH3:2])[c:3]1[n:4][c:5]2[c:6]([n:7]1-[c:8]1[n:9][c:10]([N:20]3[CH2:21][CH2:22][O:23][CH2:24][CH2:25]3)[c:11]3[n:12][c:13]([CH2:18][N:37]4[CH2:36][C:35](=[O:40])[N:34]([C:30]([CH3:31])([CH3:32])[CH3:33])[CH2:39][CH2:38]4)[n:14]([CH3:17])[c:15]3[n:16]1)[cH:26][cH:27][cH:28][cH:29]2. Reactants: ClC(Cl)(OC(OC(Cl)(Cl)Cl)=O)Cl (triphosgene), CO (Methanol), COC=1C=C2C(=CC=NC2=CC1OC)OC1=C(C(=C(N)C=C1)C)C (4-[(6,7-Dimethoxy-4-quinolyl)oxy]-2,3-dimethyl-aniline), FC1=CC(=C(N)C=C1)C (4-fluoro-2-methylaniline). Solvent: C(C)N(CC)CC (triethylamine), ClCCl (dichloromethane), C(Cl)(Cl)Cl (chloroform). Reaction conditions: time 30 minute. Yields the product COC=1C=C2C(=CC=NC2=CC1OC)OC1=C(C(=C(C=C1)NC(=O)NC1=C(C=C(C=C1)F)C)C)C (N-{4-[(6,7-Dimethoxy-4-quinolyl)oxy]-2,3-dimethylphenyl}-N′-(4-fluoro-2-methylphenyl)urea). Yield: 91.0%. Reaction SMILES: [CH3:1][O:2][C:3]1[CH:4]=[C:5]2[C:10](=[CH:11][C:12]=1[O:13][CH3:14])[N:9]=[CH:8][CH:7]=[C:6]2[O:15][C:16]1[CH:22]=[CH:21][C:19]([NH2:20])=[C:18]([CH3:23])[C:17]=1[CH3:24].ClC(Cl)(O[C:29](=[O:35])OC(Cl)(Cl)Cl)Cl.[F:37][C:38]1[CH:44]=[CH:43][C:41]([NH2:42])=[C:40]([CH3:45])[CH:39]=1.CO>C(Cl)(Cl)Cl.C(N(CC)CC)C.ClCCl>[CH3:1][O:2][C:3]1[CH:4]=[C:5]2[C:10](=[CH:11][C:12]=1[O:13][CH3:14])[N:9]=[CH:8][CH:7]=[C:6]2[O:15][C:16]1[CH:22]=[CH:21][C:19]([NH:20][C:29]([NH:42][C:41]2[CH:43]=[CH:44][C:38]([F:37])=[CH:39][C:40]=2[CH3:45])=[O:35])=[C:18]([CH3:23])[C:17]=1[CH3:24]. Reported procedure: 4-[(6,7-Dimethoxy-4-quinolyl)oxy]-2,3-dimethyl-aniline (120 mg) was dissolved in chloroform (10 ml) and triethylamine (1 ml), and a solution of triphosgene (110 mg) in dichloromethane was then added to the solution. The mixture was stirred at room temperature for 30 min. Next, 4-fluoro-2-methylaniline (126 μl) was added to the reaction solution, and the mixture was stirred at room temperature for 2 hr. Methanol was added to the reaction solution, and the solvent was removed by distillation under... The reactants are CCOC(C)=O, Cc1ccccc1, OB(O)c1cccc(OC(F)(F)F)c1, O=C(Cl)CCc1ccc(C(F)(F)F)cc1, [K+], [K+], [K+], O, O=P([O-])([O-])[O-]. Product: O=C(CCc1ccc(C(F)(F)F)cc1)c1cccc(OC(F)(F)F)c1. RXN SMILES: [CH3:39][CH2:40][O:41][C:42](=[O:43])[CH3:44].[CH3:45][c:46]1[cH:47][cH:48][cH:49][cH:50][cH:51]1.[F:1][C:2]([O:3][c:4]1[cH:5][c:6]([B:10]([OH:11])[OH:12])[cH:7][cH:8][cH:9]1)([F:13])[F:14].[F:24][C:25]([c:26]1[cH:27][cH:28][c:29]([CH2:32][CH2:33][C:34](=[O:35])[Cl:36])[cH:30][cH:31]1)([F:37])[F:38].[K+:20].[K+:21].[K+:22].[OH2:23].[P:15]([O-:16])([O-:17])([O-:18])=[O:19]>>[F:1][C:2]([O:3][c:4]1[cH:5][c:6]([C:34]([CH2:33][CH2:32][c:29]2[cH:28][cH:27][c:26]([C:25]([F:24])([F:37])[F:38])[cH:31][cH:30]2)=[O:35])[cH:7][cH:8][cH:9]1)([F:13])[F:14]. Starting materials: COC(=O)c1cc(Oc2ccc(S(C)(=O)=O)cc2)cc(OC(C)CO[Si](C)(C)C(C)(C)C)c1, C1CCOC1, [Li+], [OH-], O, O. The product is CC(CO[Si](C)(C)C(C)(C)C)Oc1cc(Oc2ccc(S(C)(=O)=O)cc2)cc(C(=O)O)c1. Reaction SMILES: [C:4]([CH3:5])([CH3:6])([CH3:7])[Si:8]([O:9][CH2:10][CH:11]([O:12][c:13]1[cH:14][c:15]([C:16](=[O:17])[O:18][CH3:19])[cH:20][c:21]([O:23][c:24]2[cH:25][cH:26][c:27]([S:30](=[O:31])(=[O:32])[CH3:33])[cH:28][cH:29]2)[cH:22]1)[CH3:34])([CH3:35])[CH3:36].[CH2:37]1[O:38][CH2:39][CH2:40][CH2:41]1.[Li+:3].[OH-:2].[OH2:1].[OH2:42]>>[C:4]([CH3:5])([CH3:6])([CH3:7])[Si:8]([O:9][CH2:10][CH:11]([O:12][c:13]1[cH:14][c:15]([C:16](=[O:17])[OH:18])[cH:20][c:21]([O:23][c:24]2[cH:25][cH:26][c:27]([S:30](=[O:31])(=[O:32])[CH3:33])[cH:28][cH:29]2)[cH:22]1)[CH3:34])([CH3:35])[CH3:36]. The reactants are COC(=O)C(Cc1ccc(-c2cccc(C(F)(F)F)c2)cc1)NC(=O)c1cc(-c2ccc(F)c(Cl)c2)ccc1O, CCOC(C)=O, Cl, [Li+], [OH-]. Product: O=C(NC(Cc1ccc(-c2cccc(C(F)(F)F)c2)cc1)C(=O)O)c1cc(-c2ccc(F)c(Cl)c2)ccc1O. As a reaction SMILES: [CH3:1][O:2][C:3]([CH:4]([CH2:5][c:6]1[cH:7][cH:8][c:9](-[c:12]2[cH:13][c:14]([C:18]([F:19])([F:20])[F:21])[cH:15][cH:16][cH:17]2)[cH:10][cH:11]1)[NH:22][C:23](=[O:24])[c:25]1[cH:26][c:27](-[c:32]2[cH:33][c:34]([Cl:39])[c:35]([F:38])[cH:36][cH:37]2)[cH:28][cH:29][c:30]1[OH:31])=[O:40].[CH3:44][CH2:45][O:46][C:47](=[O:48])[CH3:49].[ClH:43].[Li+:42].[OH-:41]>>[O:2]=[C:3]([CH:4]([CH2:5][c:6]1[cH:7][cH:8][c:9](-[c:12]2[cH:13][c:14]([C:18]([F:19])([F:20])[F:21])[cH:15][cH:16][cH:17]2)[cH:10][cH:11]1)[NH:22][C:23](=[O:24])[c:25]1[cH:26][c:27](-[c:32]2[cH:33][c:34]([Cl:39])[c:35]([F:38])[cH:36][cH:37]2)[cH:28][cH:29][c:30]1[OH:31])[OH:40]. The reactants are COc1ccc(C2Sc3cc(Cl)ccc3N(CCN(C)C(=O)OC(C)(C)C)C(=O)C2O)cc1, CC(=O)OC(C)=O, c1ccncc1. Yields the product COc1ccc(C2Sc3cc(Cl)ccc3N(CCN(C)C(=O)OC(C)(C)C)C(=O)C2OC(C)=O)cc1. RXN SMILES: [CH3:1][O:2][c:3]1[cH:4][cH:5][c:6]([CH:9]2[S:10][c:11]3[c:12]([cH:29][cH:30][c:31]([Cl:33])[cH:32]3)[N:13]([CH2:18][CH2:19][N:20]([CH3:21])[C:22](=[O:23])[O:24][C:25]([CH3:26])([CH3:27])[CH3:28])[C:14](=[O:17])[CH:15]2[OH:16])[cH:7][cH:8]1.[CH3:34][C:35](=[O:36])[O:37][C:38](=[O:39])[CH3:40].[cH:41]1[cH:42][cH:43][n:44][cH:45][cH:46]1>>[CH3:1][O:2][c:3]1[cH:4][cH:5][c:6]([CH:9]2[S:10][c:11]3[c:12]([cH:29][cH:30][c:31]([Cl:33])[cH:32]3)[N:13]([CH2:18][CH2:19][N:20]([CH3:21])[C:22](=[O:23])[O:24][C:25]([CH3:26])([CH3:27])[CH3:28])[C:14](=[O:17])[CH:15]2[O:16][C:35]([CH3:34])=[O:36])[cH:7][cH:8]1.